This data is from the Open Reaction Database (ORD), a public repository of structured organic reaction records. The task is: describe an organic reaction: reactants, conditions, products, and yield The reactants are S(O)(O)(=O)=O (sulfuric acid), COC1(OC(C=C1)OC)CCC#CCCCC(OC)(OC)OC (2,5-dihydro-2,5-di- methoxy-2-(8,8,8-trimethoxy-3-octynyl)furan), O.P(=O)(O)(O)[O-].[Na+] (sodium dihydrogen phosphate monohydrate), O1CCOCC1 (dioxane). Reagents/catalysts: P(=O)(O)([O-])[O-].[Na+].[Na+] (disodium hydrogen phosphate). Solvent: O (water). Conditions: temperature 50 celsius. Yields the product OC1C=C(C(C1)=O)CC#CCCCC(=O)O (7-(4-hydroxycyclopent-2-en-1-on-2-yl)-5-heptynoic acid). The yield is 112.5%. RXN SMILES: CO[C:3]1([CH2:10][CH2:11][C:12]#[C:13][CH2:14][CH2:15][CH2:16][C:17]([O:22]C)([O:20]C)OC)[CH:7]=[CH:6][CH:5]([O:8]C)O1.O.P([O-])(O)(O)=[O:26].[Na+].O1CCOCC1.S(=O)(=O)(O)O>P([O-])([O-])(O)=O.[Na+].[Na+].O>[OH:26][CH:7]1[CH2:6][C:5](=[O:8])[C:10]([CH2:11][C:12]#[C:13][CH2:14][CH2:15][CH2:16][C:17]([OH:20])=[O:22])=[CH:3]1 |f:1.2.3,6.7.8|. Procedure: A stirred mixture of 7.1 g of 2,5-dihydro-2,5-di- methoxy-2-(8,8,8-trimethoxy-3-octynyl)furan, 2.76 g of sodium dihydrogen phosphate monohydrate, 140 mg of disodium hydrogen phosphate, 60 ml of dioxane and 40 ml of water was boiled under reflux for 19 hours, then cooled to 50° C. and treated dropwise with 4.1 ml of concentrated sulfuric acid. The resulting solution was boiled under reflux for 12 hours, cooled and partitioned with ether and brine. The ether layer was separated, washed with brine,...